Dataset: the Open Reaction Database (ORD), a public repository of structured organic reaction records. Task: describe an organic reaction: reactants, conditions, products, and yield Starting materials: BrC1=CC=C(CC2=NC=CC(=N2)C2=CC=C(C=C2)Br)C=C1 (2-(4-bromobenzyl)-4-(4-bromophenyl)pyrimidine), [Cu]C#N (copper(I) cyanide), CN1C(CCC1)=O (N-methyl-2-pyrrolidone), ice. Conditions: time 2 hour. The product is C(#N)C1=CC=C(CC2=NC=CC(=N2)C2=CC=C(C=C2)C#N)C=C1 (2-(4-Cyanobenzyl)-4-(4-cyanophenyl)pyrimidine). RXN SMILES: Br[C:2]1[CH:21]=[CH:20][C:5]([CH2:6][C:7]2[N:12]=[C:11]([C:13]3[CH:18]=[CH:17][C:16](Br)=[CH:15][CH:14]=3)[CH:10]=[CH:9][N:8]=2)=[CH:4][CH:3]=1.[Cu][C:23]#[N:24].[CH3:25][N:26]1CCCC1=O>>[C:25]([C:2]1[CH:21]=[CH:20][C:5]([CH2:6][C:7]2[N:12]=[C:11]([C:13]3[CH:18]=[CH:17][C:16]([C:23]#[N:24])=[CH:15][CH:14]=3)[CH:10]=[CH:9][N:8]=2)=[CH:4][CH:3]=1)#[N:26]. Procedure: A mixture of 2-(4-bromobenzyl)-4-(4-bromophenyl)pyrimidine (8.8 g, 0.02 mole) and copper(I) cyanide (4.45 g, 0.05 mole) in 25 mL dry N-methyl-2-pyrrolidone is heated under nitrogen for 3-4 hr (TLC followed), during which time the color changes to dark brown. The mixture is poured into 250 mL ice cold water and a brown solid precipitated. The mixture is stirred for 2 hr with 200 mL of 10% NaCN solution; the solid is filtered, washed with water (1 L) and dried. The brown solid is placed in a soxle... Reactants: COC(=O)c1ccc(CCl)o1, CN(C)C=O, [H-], [Na+], Oc1ccc(-c2ccccc2)cc1. Yields the product COC(=O)c1ccc(COc2ccc(-c3ccccc3)cc2)o1. RXN SMILES: [CH3:16][O:17][C:18](=[O:19])[c:20]1[o:21][c:22]([CH2:25][Cl:26])[cH:23][cH:24]1.[CH3:27][N:28]([CH3:29])[CH:30]=[O:31].[H-:1].[Na+:2].[c:3]1(-[c:9]2[cH:10][cH:11][c:12]([OH:15])[cH:13][cH:14]2)[cH:4][cH:5][cH:6][cH:7][cH:8]1>>[c:3]1(-[c:9]2[cH:10][cH:11][c:12]([O:15][CH2:25][c:22]3[o:21][c:20]([C:18]([O:17][CH3:16])=[O:19])[cH:24][cH:23]3)[cH:13][cH:14]2)[cH:4][cH:5][cH:6][cH:7][cH:8]1. Starting materials: O (water), NC1=CC2=C(NN=N2)C=C1 (5-aminobenzotriazole), OC1=C(C(=NN1C1=CC=CC=C1)C)N=NC1=CC=C(C(=O)Cl)C=C1 (4-(5-hydroxy-3-methyl-1-phenylpyrazol-4-ylazo)benzoyl chloride), CN(C1=CC=CC=C1)C (N,N-dimethylaniline). Run in O1CCCC1 (tetrahydrofuran). Run at time 8 hour. The product is N1N=NC2=C1C=CC(=C2)NC(C2=CC=C(C=C2)N=NC=2C(=NN(C2O)C2=CC=CC=C2)C)=O (N-(benzotriazol-5-yl)-4-(5-hydroxy-3-methyl-1-phenylpyrazol-4-ylazo)benzamide). RXN SMILES: [NH2:1][C:2]1[CH:10]=[CH:9][C:5]2[NH:6][N:7]=[N:8][C:4]=2[CH:3]=1.[OH:11][C:12]1[N:16]([C:17]2[CH:22]=[CH:21][CH:20]=[CH:19][CH:18]=2)[N:15]=[C:14]([CH3:23])[C:13]=1[N:24]=[N:25][C:26]1[CH:34]=[CH:33][C:29]([C:30](Cl)=[O:31])=[CH:28][CH:27]=1.CN(C)C1C=CC=CC=1.O>O1CCCC1>[NH:6]1[C:5]2[CH:9]=[CH:10][C:2]([NH:1][C:30](=[O:31])[C:29]3[CH:33]=[CH:34][C:26]([N:25]=[N:24][C:13]4[C:14]([CH3:23])=[N:15][N:16]([C:17]5[CH:22]=[CH:21][CH:20]=[CH:19][CH:18]=5)[C:12]=4[OH:11])=[CH:27][CH:28]=3)=[CH:3][C:4]=2[N:8]=[N:7]1. Procedure: A mixture of 5-aminobenzotriazole (0.78 g), 4-(5-hydroxy-3-methyl-1-phenylpyrazol-4-ylazo)benzoyl chloride (2.0 g) and N,N-dimethylaniline (0.71 g) in dry tetrahydrofuran (15 ml) was stirred overnight and water (50 ml) was added. The precipitate was filtered and crystallized in aqueous pyridine (1.9 g), m.p. 285° decomp., λmax (methanol)=396 nm. Starting materials: Cc1cccc(CBr)n1, C1CCOC1, COc1ccc(C(=O)c2c[nH]c3cccnc3c2=O)cc1C, CN([SiH](C)C)[Si](C)(C)C, [K]. The product is COc1ccc(C(=O)c2cn(Cc3cccc(C)n3)c3cccnc3c2=O)cc1C. As a reaction SMILES: [Br:23][CH2:24][c:25]1[n:26][c:27]([CH3:31])[cH:28][cH:29][cH:30]1.[CH2:42]1[O:43][CH2:44][CH2:45][CH2:46]1.[CH3:1][O:2][c:3]1[c:4]([CH3:22])[cH:5][c:6]([C:7](=[O:8])[c:9]2[cH:10][nH:11][c:12]3[cH:13][cH:14][cH:15][n:16][c:17]3[c:18]2=[O:19])[cH:20][cH:21]1.[CH3:32][SiH:33]([CH3:34])[N:35]([CH3:36])[Si:37]([CH3:38])([CH3:39])[CH3:40].[K:41]>>[CH3:1][O:2][c:3]1[c:4]([CH3:22])[cH:5][c:6]([C:7](=[O:8])[c:9]2[cH:10][n:11]([CH2:24][c:25]3[n:26][c:27]([CH3:31])[cH:28][cH:29][cH:30]3)[c:12]3[cH:13][cH:14][cH:15][n:16][c:17]3[c:18]2=[O:19])[cH:20][cH:21]1. Reactants: COC1=CC=C(C=C1)O (4-methoxyphenol), C(C=C)#N (acrylonitrile), C(C)(C)N(C(C)C)CC (N,N-diisopropylethylamine). Run in C(C)N(CC)CC (triethylamine). The product is COC1=CC=C(OCCC#N)C=C1 (3-(4-methoxyphenoxy)propionitrile). Reaction SMILES: [CH3:1][O:2][C:3]1[CH:8]=[CH:7][C:6]([OH:9])=[CH:5][CH:4]=1.[C:10](#[N:13])[CH:11]=[CH2:12].C(N(CC)C(C)C)(C)C>C(N(CC)CC)C>[CH3:1][O:2][C:3]1[CH:8]=[CH:7][C:6]([O:9][CH2:12][CH2:11][C:10]#[N:13])=[CH:5][CH:4]=1. Reported procedure: That is, 4-methoxyphenol (a) is reacted with acrylonitrile (b) in the presence of a base such as Triton B, triethylamine, N,N-diisopropylethylamine or the like, at 25 to 120° C. for 1 to 72 hours to obtain 3-(4-methoxyphenoxy)propionitrile (c), and the resultant is either reduced in a solvent such as tetrahydrofuran, dioxane or the like at 25 to 100° C. using a borane-tetrahydrofuran complex, a borane-dimethylsulfide complex, lithium aluminum hydride or the like, or reduced in a hydrogen atmosph... Starting materials: C(C1=CC=CC=C1)(=O)C=1OC2=CC=CC=C2C(C1)=O (2-Benzoyl-chromone), C1(=CC=CC=C1)S(=O)(=O)N=C=O (benzenesulfonyl isocyanate). Run in C(C)#N (acetonitrile). The product is C(C1=CC=CC=C1)(=O)C=1OC2=CC=CC=C2C(C1)=NS(=O)(=O)C1=CC=CC=C1 (2-Benzoyl-4-benzenesulfonylimino-4H-chromene). As a reaction SMILES: [C:1]([C:9]1[O:10][C:11]2[C:16]([C:17](=O)[CH:18]=1)=[CH:15][CH:14]=[CH:13][CH:12]=2)(=[O:8])[C:2]1[CH:7]=[CH:6][CH:5]=[CH:4][CH:3]=1.[C:20]1([S:26]([N:29]=C=O)(=[O:28])=[O:27])[CH:25]=[CH:24][CH:23]=[CH:22][CH:21]=1>C(#N)C>[C:1]([C:9]1[O:10][C:11]2[C:16]([C:17](=[N:29][S:26]([C:20]3[CH:25]=[CH:24][CH:23]=[CH:22][CH:21]=3)(=[O:28])=[O:27])[CH:18]=1)=[CH:15][CH:14]=[CH:13][CH:12]=2)(=[O:8])[C:2]1[CH:7]=[CH:6][CH:5]=[CH:4][CH:3]=1. Procedure details: Combine 2-Benzoyl-chromone (0.17 g, 0.68 mmol) and benzenesulfonyl isocyanate (1.02 mL, 2.03 mmol) in acetonitrile (7.0 mL). Heat at reflux for 48 hours. Add methanol (5 mL) to quench the reaction. Evaporate in vacuo to obtain a solid. Recrystallize from methanol to give the title compound as a solid: mp, 159°-160° C. Elem. Anal calcd. for C22H15NO4S: C, 67.85; H, 3.88; N, 3.60. Found: C, 67.47; H, 3.70; N, 3.56.